From a dataset of the Open Reaction Database (ORD), a public repository of structured organic reaction records. describe an organic reaction: reactants, conditions, products, and yield As a reaction SMILES: [Br:1][c:2]1[cH:3][cH:4][c:5]([C:8]([C:9]([C:10](=[O:11])[O:12][CH2:13][CH3:14])=[N:15][OH:16])=[O:17])[cH:6][cH:7]1.[CH3:18][C:19](=[O:20])[OH:21].[CH3:23][CH2:24][OH:25].[OH2:22].[Zn:26]>>[Br:1][c:2]1[cH:3][cH:4][c:5]([C:8]([CH:9]([C:10](=[O:11])[O:12][CH2:13][CH3:14])[NH2:15])=[O:17])[cH:6][cH:7]1. The product is CCOC(=O)C(N)C(=O)c1ccc(Br)cc1. Reactants: CCOC(=O)C(=NO)C(=O)c1ccc(Br)cc1, CC(=O)O, CCO, O, [Zn]. Starting materials: ClC(Cl)Cl, OCc1cccnc1Cl, CN(C)C=O, O=S(Cl)Cl. The product is ClCc1cccnc1Cl. RXN SMILES: [CH:14]([Cl:15])([Cl:16])[Cl:17].[Cl:1][c:2]1[n:3][cH:4][cH:5][cH:6][c:7]1[CH2:8][OH:9].[O:18]=[CH:19][N:20]([CH3:21])[CH3:22].[S:10]([Cl:11])([Cl:12])=[O:13]>>[Cl:1][c:2]1[n:3][cH:4][cH:5][cH:6][c:7]1[CH2:8][Cl:12]. Reactants: CC1=C(C(CC(C1)C)=O)C(=O)OC (racemic methyl 2,4-dimethyl-6-oxocyclohex-1-enecarboxylate), ClC=1C=C(C=CC1Cl)[Mg]Br (3,4-dichlorophenylmagnesium bromide), [Cl-].[NH4+] (ammonium chloride). The solvent is C1CCOC1 (THF). Run at time 8 hour. The product is ClC=1C=C(C=CC1Cl)C1(CC(CC(=C1C(=O)OC)C)C)O (methyl (4RS,6SR)-6-(3,4-dichlorophenyl)-6-hydroxy-2,4,-dimethylcyclohex-1-enecarboxylate). RXN SMILES: [CH3:1][C:2]1[CH2:7][CH:6]([CH3:8])[CH2:5][C:4](=[O:9])[C:3]=1[C:10]([O:12][CH3:13])=[O:11].[Cl:14][C:15]1[CH:16]=[C:17]([Mg]Br)[CH:18]=[CH:19][C:20]=1[Cl:21].[Cl-].[NH4+]>C1COCC1>[Cl:14][C:15]1[CH:16]=[C:17]([C:4]2([OH:9])[C:3]([C:10]([O:12][CH3:13])=[O:11])=[C:2]([CH3:1])[CH2:7][CH:6]([CH3:8])[CH2:5]2)[CH:18]=[CH:19][C:20]=1[Cl:21] |f:2.3|. Reported procedure: A solution of racemic methyl 2,4-dimethyl-6-oxocyclohex-1-enecarboxylate (Example 1-03, Step 4; 100 mg) in THF (5 mL) was treated with 3,4-dichlorophenylmagnesium bromide (0.5 M, 1.3 mL). The mixture was stirred at rt overnight and then treated with saturated aqueous ammonium chloride. The resulting mixture was extracted three times with ethyl acetate. The combined organic layers were washed with saturated aqueous sodium chloride, dried over sodium sulfate and concentrated under vacuum to provid... Starting materials: CCSc1ccc(Br)s1, C1CCOC1, CO, ClCCl, O. The product is CCS(=O)(=O)c1ccc(Br)s1. Reaction SMILES: [Br:8][c:9]1[s:10][c:11]([S:14][CH2:15][CH3:16])[cH:12][cH:13]1.[CH2:1]1[CH2:4][CH2:3][CH2:2][O:5]1.[CH3:6][OH:7].[Cl:18][CH2:19][Cl:20].[OH2:17]>>[O:5]=[S:14]([c:11]1[s:10][c:9]([Br:8])[cH:13][cH:12]1)([CH2:15][CH3:16])=[O:17]. Reactants: NC1=CC=C(C=C1)C=1N=C(SC1)N(C)CC1=CC=C(C(=O)OC)C=C1 (methyl 4-(N-(4-(4-aminophenyl)-2-thiazolyl)-N-methylaminomethyl)benzoate). Run in O1CCCC1 (tetrahydrofuran), O1CCCC1 (tetrahydrofuran). The product is C1(CCCCC1)C1=CC=C(C=O)C=C1 (4-cyclohexylbenzaldehyde). Yield: 260.0%. RXN SMILES: NC1C=CC(C2N=C(N([CH2:15][C:16]3[CH:25]=[CH:24][C:19]([C:20]([O:22]C)=O)=[CH:18][CH:17]=3)C)SC=2)=CC=1>O1CCCC1>[CH:15]1([C:16]2[CH:17]=[CH:18][C:19]([CH:20]=[O:22])=[CH:24][CH:25]=2)[CH2:24][CH2:25][CH2:16][CH2:17][CH2:18]1. Procedure details: Under an argon stream, tetrahydrofuran (1000 ml, 5.7 v/w) was added to methyl 4-(N-(4-(4-aminophenyl)-2-thiazolyl)-N-methylaminomethyl)benzoate (174.0 g, 0.493 mol) obtained in Example 1(4) and dissolved therein. A solution of 4-cyclohexylbenzaldehyde (120.6 g, 0.641 mol) obtained in Production Example 1(2) in tetrahydrofuran (740 ml, 4.3 v/w) was added. Acetic acid (56.4 ml, 0.986 mol) was added and the mixture was stirred at room temperature for 1 hr. With stirring under ice-cooling, sodium tr... Reactants: FC(F)(F)c1ccccc1CBr, C[Si](C)(C)[N-][Si](C)(C)C, [Li+], O=c1nc[nH]c2nc(N3CCOCC3)sc12, C1CCOC1. The product is O=c1ncn(Cc2ccccc2C(F)(F)F)c2nc(N3CCOCC3)sc12. As a reaction SMILES: [Br:27][CH2:28][c:29]1[c:30]([C:35]([F:36])([F:37])[F:38])[cH:31][cH:32][cH:33][cH:34]1.[CH3:1][Si:2]([N-:3][Si:4]([CH3:5])([CH3:6])[CH3:7])([CH3:8])[CH3:9].[Li+:10].[O:11]1[CH2:12][CH2:13][N:14]([c:17]2[s:18][c:19]3[c:20]([nH:21][cH:22][n:23][c:24]3=[O:25])[n:26]2)[CH2:15][CH2:16]1.[O:39]1[CH2:40][CH2:41][CH2:42][CH2:43]1>>[O:11]1[CH2:12][CH2:13][N:14]([c:17]2[s:18][c:19]3[c:20]([n:21]([CH2:28][c:29]4[c:30]([C:35]([F:36])([F:37])[F:38])[cH:31][cH:32][cH:33][cH:34]4)[cH:22][n:23][c:24]3=[O:25])[n:26]2)[CH2:15][CH2:16]1. Reactants: CC(C)(C)c1ccc(O)c(C(C)(C)C#N)c1, CN(C)c1ccncc1, CCN(C(C)C)C(C)C, COC(=O)Cl, ClCCl. Yields the product COC(=O)Oc1ccc(C(C)(C)C)cc1C(C)(C)C#N. As a reaction SMILES: [C:1]([CH3:2])([CH3:3])([CH3:4])[c:5]1[cH:6][cH:7][c:8]([OH:16])[c:9]([C:11]([C:12]#[N:13])([CH3:14])[CH3:15])[cH:10]1.[CH3:31][N:32]([c:33]1[cH:34][cH:35][n:36][cH:37][cH:38]1)[CH3:39].[CH:17]([N:18]([CH2:19][CH3:20])[CH:21]([CH3:22])[CH3:23])([CH3:24])[CH3:25].[Cl:26][C:27](=[O:28])[O:29][CH3:30].[Cl:40][CH2:41][Cl:42]>>[C:1]([CH3:2])([CH3:3])([CH3:4])[c:5]1[cH:6][cH:7][c:8]([O:16][C:27](=[O:28])[O:29][CH3:30])[c:9]([C:11]([C:12]#[N:13])([CH3:14])[CH3:15])[cH:10]1.